Task: describe an organic reaction: reactants, conditions, products, and yield. Dataset: the Open Reaction Database (ORD), a public repository of structured organic reaction records Reactants: hydrochloride salt, Cl.C(C)O (ethanol-HCl), Cl.C(C)C1NCC2=CC(=CC=C2C1)[N+](=O)[O-] (3-ethyl-7-nitro-1,2,3,4-tetrahydroisoquinoline hydrochloride), C(=O)O (formic acid), [OH-].[Na+] (NaOH). Solvent: O (water), C=O (formaldehyde). Yields the product Cl.C(C)C1N(CC2=CC(=CC=C2C1)[N+](=O)[O-])C (3-Ethyl-2-methyl-7-nitro-1,2,3,4-tetrahydroisoquinoline Hydrochloride). Reaction SMILES: [ClH:1].[CH2:2]([CH:4]1[CH2:13][C:12]2[C:7](=[CH:8][C:9]([N+:14]([O-:16])=[O:15])=[CH:10][CH:11]=2)[CH2:6][NH:5]1)[CH3:3].[CH:17](O)=O.[OH-].[Na+].Cl.C(O)C>C=O.O>[ClH:1].[CH2:2]([CH:4]1[CH2:13][C:12]2[C:7](=[CH:8][C:9]([N+:14]([O-:16])=[O:15])=[CH:10][CH:11]=2)[CH2:6][N:5]1[CH3:17])[CH3:3] |f:0.1,3.4,5.6,9.10|. Procedure: To a stirred solution of 3-ethyl-7-nitro-1,2,3,4-tetrahydroisoquinoline hydrochloride (4.0 g, 8 mmol) in formaldehyde (15 ml) was added formic acid (7.0 ml) and the reaction was then refluxed for 1.5 h. The reaction was cooled and poured into water (300 ml) and made basic with 50% NaOH. The aqueous phase was then extracted with dichloromethane (3×100 ml), and the organic phase dried over MgSO4. Evaporation of the solvent yielded a crude oil. A hydrochloride salt was made from ethanol-HCl, (1.8 g... Starting materials: CCN(C(C)C)C(C)C (DIPEA), ClC1=CC=C(C=C1)[C@@H]1N(C(CC2=CC(=C(C=C12)OC(C)C)OC)=O)C1=CC=C(C=C1)C1(CNC1)O ((S)-1-(4-Chloro-phenyl)-2-[4-(3-hydroxy-azetidin-3-yl)-phenyl]-7-isopropoxy-6-methoxy-1,4-dihydro-2H-isoquinolin-3-one), ClC(=O)OC (methyl chloroformate). Run in C(=O)(O)[O-].[Na+] (NaHCO3), C(Cl)Cl (DCM). Run at time 30 minute. Yields the product COC(=O)N1CC(C1)(O)C1=CC=C(C=C1)N1[C@H](C2=CC(=C(C=C2CC1=O)OC)OC(C)C)C1=CC=C(C=C1)Cl (3-{4-[(S)-1-(4-Chloro-phenyl)-7-isopropoxy-6-methoxy-3-oxo-3,4-dihydro-1H-isoquinolin-2-yl]-phenyl}-3-hydroxy-azetidine-1-carboxylic acid methyl ester). Reaction SMILES: [Cl:1][C:2]1[CH:7]=[CH:6][C:5]([C@H:8]2[C:17]3[C:12](=[CH:13][C:14]([O:22][CH3:23])=[C:15]([O:18][CH:19]([CH3:21])[CH3:20])[CH:16]=3)[CH2:11][C:10](=[O:24])[N:9]2[C:25]2[CH:30]=[CH:29][C:28]([C:31]3([OH:35])[CH2:34][NH:33][CH2:32]3)=[CH:27][CH:26]=2)=[CH:4][CH:3]=1.CCN(C(C)C)C(C)C.Cl[C:46]([O:48][CH3:49])=[O:47]>C(Cl)Cl.C([O-])(O)=O.[Na+]>[CH3:49][O:48][C:46]([N:33]1[CH2:34][C:31]([C:28]2[CH:29]=[CH:30][C:25]([N:9]3[C:10](=[O:24])[CH2:11][C:12]4[C:17](=[CH:16][C:15]([O:18][CH:19]([CH3:20])[CH3:21])=[C:14]([O:22][CH3:23])[CH:13]=4)[C@@H:8]3[C:5]3[CH:6]=[CH:7][C:2]([Cl:1])=[CH:3][CH:4]=3)=[CH:26][CH:27]=2)([OH:35])[CH2:32]1)=[O:47] |f:4.5|. Reported procedure: A solution of (S)-1-(4-chloro-phenyl)-2-[4-(3-hydroxy-azetidin-3-yl)-phenyl]-7-isopropoxy-6-methoxy-1,4-dihydro-2H-isoquinolin-3-one (example 56) (40 mg, 0.081 mmol) in DCM (2 ml) was immersed in an ice-bath. DIPEA (Fluka) (0.043 ml, 0.243 mmol) was added, followed by methyl chloroformate (Fluka) (8.17 μl, 0.105 mmol). Afterwards the reaction was stirred in an ice-bath for 30 min. The reaction mixture was taken up in aqueous NaHCO3 solution. The organic phase was extracted two times with DCM. Th...